Dataset: the Open Reaction Database (ORD), a public repository of structured organic reaction records. Task: describe an organic reaction: reactants, conditions, products, and yield The reactants are CO, [K+], [Na+], [OH-], O, COC(=O)C1(C)CCc2c(C)c(O)c(C)c(C)c2O1, O=S(=O)([O-])O. Yields the product Cc1c(C)c2c(c(C)c1O)CCC(C)(C(=O)O)O2. As a reaction SMILES: [CH3:28][OH:29].[K+:27].[Na+:21].[OH-:20].[OH2:30].[OH:1][c:2]1[c:3]([CH3:19])[c:4]2[c:9]([c:10]([CH3:13])[c:11]1[CH3:12])[O:8][C:7]([C:14](=[O:15])[O:16][CH3:17])([CH3:18])[CH2:6][CH2:5]2.[S:22]([O-:23])([OH:24])(=[O:25])=[O:26]>>[OH:1][c:2]1[c:3]([CH3:19])[c:4]2[c:9]([c:10]([CH3:13])[c:11]1[CH3:12])[O:8][C:7]([C:14](=[O:15])[OH:16])([CH3:18])[CH2:6][CH2:5]2. The reactants are OC=1C=C2C=CNC2=CC1 (5-hydroxyindole), C(Cl)C1CO1 (epichlorohydrin). Product: O1C(C1)COC=1C=C2C=CNC2=CC1 (5-Oxiranylmethoxy-1H-indole). RXN SMILES: [OH:1][C:2]1[CH:3]=[C:4]2[C:8](=[CH:9][CH:10]=1)[NH:7][CH:6]=[CH:5]2.[CH2:11]([CH:13]1[O:15][CH2:14]1)Cl>>[O:15]1[CH2:14][CH:13]1[CH2:11][O:1][C:2]1[CH:3]=[C:4]2[C:8](=[CH:9][CH:10]=1)[NH:7][CH:6]=[CH:5]2. Reported procedure: The title compound was prepared from 5-hydroxyindole and epichlorohydrin employing the procedures as set forth in Step 1 of Example 2. Reactants: FC=1C(=NC=C(C1)O)C1=CC=C(C=C1)[C@@H]1CC[C@H](CC1)CCCCC (3-fluoro-5-hydroxy-2-[4-(trans-4-pentylcyclohexyl)phenyl]pyridine). Run in C(CCCCCCC)O (Octanol). Yields the product FC=1C(=NC=C(C1)OCCCCCCCC)C1=CC=C(C=C1)[C@@H]1CC[C@H](CC1)CCCCC (3-fluoro-5-octyloxy-2-[4-(trans-4pentylcyclohexyl)phenyl]pyridine). Reaction SMILES: [F:1][C:2]1[C:3]([C:9]2[CH:14]=[CH:13][C:12]([C@H:15]3[CH2:20][CH2:19][C@H:18]([CH2:21][CH2:22][CH2:23][CH2:24][CH3:25])[CH2:17][CH2:16]3)=[CH:11][CH:10]=2)=[N:4][CH:5]=[C:6]([OH:8])[CH:7]=1>C(O)CCCCCCC>[F:1][C:2]1[C:3]([C:9]2[CH:14]=[CH:13][C:12]([C@H:15]3[CH2:20][CH2:19][C@H:18]([CH2:21][CH2:22][CH2:23][CH2:24][CH3:25])[CH2:17][CH2:16]3)=[CH:11][CH:10]=2)=[N:4][CH:5]=[C:6]([O:8][CH2:6][CH2:7][CH2:2][CH2:3][CH2:9][CH2:10][CH2:11][CH3:12])[CH:7]=1. Reported procedure: Octanol and 3-fluoro-5-hydroxy-2-[4-(trans-4-pentylcyclohexyl)phenyl]pyridine are reacted analogously to Example 2 to give 3-fluoro-5-octyloxy-2-[4-(trans-4pentylcyclohexyl)phenyl]pyridine. ##STR38## The reactants are N(=[N+]=[N-])C=1C=CC(=C(C1)C(=O)C1=C(C=C(C=C1)Br)Cl)C ((5-Azido-2-methyl-phenyl)-(4-bromo-2-chloro-phenyl)-methanone), C(CC#C)O (but-3-yn-1-ol), O=C1C(O)=C([O-])[C@H](O1)[C@@H](O)CO.[Na+] (sodium ascorbate), C(CC#C)O (but-3-yn-1-ol), O=C1C(O)=C([O-])[C@H](O1)[C@@H](O)CO.[Na+] (sodium ascorbate), CCOC(=O)C.O (EtOAc water). Reagents/catalysts: O.O.O.O.O.S(=O)(=O)([O-])[O-].[Cu+2] (copper(II) sulphate pentahydrate), O.O.O.O.O.S(=O)(=O)([O-])[O-].[Cu+2] (copper(II) sulphate pentahydrate). Run in C(C)O (ethanol), O (water), O (water). Run at time 24 hour. Yields the product BrC1=CC(=C(C=C1)C(=O)C1=C(C=CC(=C1)N1N=NC(=C1)CCO)C)Cl ((4-Bromo-2-chloro-phenyl)-{5-[4-(2-hydroxy-ethyl)-[1,2,3]triazol-1-yl]-2-methyl-phenyl}-methanone). Reaction SMILES: [N:1]([C:4]1[CH:5]=[CH:6][C:7]([CH3:20])=[C:8]([C:10]([C:12]2[CH:17]=[CH:16][C:15]([Br:18])=[CH:14][C:13]=2[Cl:19])=[O:11])[CH:9]=1)=[N+:2]=[N-:3].[CH2:21]([OH:25])[CH2:22][C:23]#[CH:24].O=C1O[C@H]([C@H](CO)O)C([O-])=C1O.[Na+].CCOC(C)=O.O>C(O)C.O.O.O.O.O.O.S([O-])([O-])(=O)=O.[Cu+2]>[Br:18][C:15]1[CH:16]=[CH:17][C:12]([C:10]([C:8]2[CH:9]=[C:4]([N:1]3[CH:24]=[C:23]([CH2:22][CH2:21][OH:25])[N:3]=[N:2]3)[CH:5]=[CH:6][C:7]=2[CH3:20])=[O:11])=[C:13]([Cl:19])[CH:14]=1 |f:2.3,4.5,8.9.10.11.12.13.14|. Procedure details: To a solution of compound 470 (1.04 g, 2.97 mmol) in ethanol (18 mL) was added but-3-yn-1-ol (225 μL, 2.97 mmol), copper(II) sulphate pentahydrate (30 mg, 0.12 mmol) and a solution of sodium ascorbate (119 mg, 0.6 mmol) in water (3.0 mL). The flask was closed and stirred for 24 h at RT under argon. After 18 h was added but-3-yn-1-ol (225 μL, 2.97 mmol), copper(II) sulphate pentahydrate (30 mg, 0.12 mmol) and a solution of sodium ascorbate (119 mg, 0.6 mmol) in water (3.0 mL). After 2 h the react...